From a dataset of the Open Reaction Database (ORD), a public repository of structured organic reaction records. describe an organic reaction: reactants, conditions, products, and yield Starting materials: O=C(O)c1cccc(Br)n1, CC(C)N, CCN=C=NCCCN(C)C, Cl, On1nnc2ccccc21. Yields the product CC(C)NC(=O)c1cccc(Br)n1. As a reaction SMILES: [Br:1][c:2]1[cH:3][cH:4][cH:5][c:6]([C:8](=[O:9])[OH:10])[n:7]1.[CH3:11][CH:12]([CH3:13])[NH2:14].[CH3:16][N:17]([CH3:18])[CH2:19][CH2:20][CH2:21][N:22]=[C:23]=[N:24][CH2:25][CH3:26].[ClH:15].[OH:27][n:28]1[c:29]2[cH:30][cH:31][cH:32][cH:33][c:34]2[n:35][n:36]1>>[Br:1][c:2]1[cH:3][cH:4][cH:5][c:6]([C:8](=[O:10])[NH:14][CH:12]([CH3:11])[CH3:13])[n:7]1. Starting materials: N(=[N+]=[N-])CC1=CC(=CC(=C1)C(=C)C)OCC1=CC=CC=C1 (1-(azidomethyl)-3-(benzyloxy)-5-(prop-1-en-2-yl)benzene), O(C(=O)OC(C)(C)C)C(=O)OC(C)(C)C (BOC2O). Reagents/catalysts: [Pd] (Pd/C). Solvent: CCOC(=O)C (EtOAc). Run at time 11.5 hour. Product: C(C1=CC=CC=C1)OC=1C=C(CNC(OC(C)(C)C)=O)C=C(C1)C(C)C (tert-butyl 3-(benzyloxy)-5-isopropylbenzylcarbamate). The yield is 62.0%. Reaction SMILES: [N:1]([CH2:4][C:5]1[CH:10]=[C:9]([C:11]([CH3:13])=[CH2:12])[CH:8]=[C:7]([O:14][CH2:15][C:16]2[CH:21]=[CH:20][CH:19]=[CH:18][CH:17]=2)[CH:6]=1)=[N+]=[N-].[O:22](C(OC(C)(C)C)=O)[C:23]([O:25][C:26]([CH3:29])([CH3:28])[CH3:27])=O>CCOC(C)=O.[Pd]>[CH2:15]([O:14][C:7]1[CH:6]=[C:5]([CH:10]=[C:9]([CH:11]([CH3:13])[CH3:12])[CH:8]=1)[CH2:4][NH:1][C:23](=[O:22])[O:25][C:26]([CH3:29])([CH3:28])[CH3:27])[C:16]1[CH:21]=[CH:20][CH:19]=[CH:18][CH:17]=1. Reported procedure: A mixture of 573 mg (1.97 mmol) of 1-(azidomethyl)-3-(benzyloxy)-5-(prop-1-en-2-yl)benzene, 0.5 mL of BOC2O, and 60.5 mg of 10% Pd/C in 10 mL of EtOAc was stirred at r.t. under H2 balloon for 11.5 h. The mixture was filtered through Celite and concentrated. Purification by flash silica gel chromatography (10% EtOAc/hexanes) provided 336 mg of tert-butyl 3-(benzyloxy)-5-isopropylbenzylcarbamate in 62% yield.